This data is from the Open Reaction Database (ORD), a public repository of structured organic reaction records. The task is: describe an organic reaction: reactants, conditions, products, and yield Reactants: C, CCO, Cc1cc([N+](=O)[O-])c(O)c2c1C1CCCCC1C2=O, [Pd]. The product is Cc1cc(N)c(O)c2c1C1CCCCC1C2=O. Reaction SMILES: [C:20].[CH3:22][CH2:23][OH:24].[OH:1][c:2]1[c:3]([N+:17]([O-:18])=[O:19])[cH:4][c:5]([CH3:16])[c:6]2[c:14]1[C:13](=[O:15])[CH:12]1[CH:7]2[CH2:8][CH2:9][CH2:10][CH2:11]1.[Pd:21]>>[OH:1][c:2]1[c:3]([NH2:17])[cH:4][c:5]([CH3:16])[c:6]2[c:14]1[C:13](=[O:15])[CH:12]1[CH:7]2[CH2:8][CH2:9][CH2:10][CH2:11]1. Reactants: [Cl-].[NH4+] (ammonium chloride), CI.[Mg] (magnesium methyliodide), COC(=O)C=1[C@@H]2[C@@H]([C@@H](OC1)OC(C)OCC)C(=CC2)C=O ((1S,4aS,7aR)-1-[1-(ethoxy)ethoxy]-7-formyl-1,4a,5,7a-tetrahydrocyclopenta[c]pyrane-4-carboxylic acid methylester), O1CCCC1 (tetrahydrofuran). Run at temperature -78 celsius. The product is hexane-ether, COC(=O)C=1[C@@H]2[C@@H]([C@@H](OC1)OC(C)OCC)C(=CC2)CCO ((1S,4aS,7aR)-1-[1-(ethoxy)ethoxy]-7-[2-(hydroxy)ethyl]-1,4a,5,7a-tetrahydrocyclopenta[c]pyrane-4-carboxylic acid methylester). Yield: 77.0%. RXN SMILES: [CH3:1][O:2][C:3]([C:5]1[C@H:6]2[CH2:19][CH:18]=[C:17]([CH:20]=O)[C@@H:7]2[C@H:8]([O:11][CH:12]([O:14][CH2:15][CH3:16])[CH3:13])[O:9][CH:10]=1)=[O:4].CI.[Mg].[Cl-].[NH4+].[O:27]1CCC[CH2:28]1>>[CH3:1][O:2][C:3]([C:5]1[C@H:6]2[CH2:19][CH:18]=[C:17]([CH2:20][CH2:28][OH:27])[C@@H:7]2[C@H:8]([O:11][CH:12]([O:14][CH2:15][CH3:16])[CH3:13])[O:9][CH:10]=1)=[O:4] |f:1.2,3.4|. Procedure: An anhydrous tetrahydrofuran solution containing 100 mg of (1S,4aS,7aR)-1-[1-(ethoxy)ethoxy]-7-formyl-1,4a,5,7a-tetrahydrocyclopenta[c]pyrane-4-carboxylic acid methylester was cooled to -78° C. under argon gas atmosphere followed by dropping 0.38 ml of magnesium methyliodide (0.98 M tetrahydrofuran solution). Two hours later, saturated aqueous ammonium chloride solution was added to the reaction mixture followed by extraction with ethyl acetate. After washing the organic phase with brine, it was... Reactants: COC(C(C(C1=CC=C(C=C1)F)Cl)=O)=O (3-chloro-3-(4-fluoro-phenyl)-2-oxo-propionic acid methyl ester), FC(C=1C=C(C=O)C=CC1)(F)F (3-trifluoromethylbenzaldehyde), FC1=CC=C(C=O)C=C1 (4-fluorobenzaldehyde). Product: COC(C(C(C1=CC(=CC=C1)C(F)(F)F)Cl)=O)=O (3-chloro-2-oxo-3-(3-trifluoromethyl-phenyl)-propionic acid methyl ester). As a reaction SMILES: [CH3:1][O:2][C:3](=[O:15])[C:4](=[O:14])[CH:5]([Cl:13])[C:6]1[CH:11]=[CH:10][C:9](F)=[CH:8][CH:7]=1.[F:16][C:17]([F:27])([F:26])C1C=C(C=CC=1)C=O.FC1C=CC(C=O)=CC=1>>[CH3:1][O:2][C:3](=[O:15])[C:4](=[O:14])[CH:5]([Cl:13])[C:6]1[CH:11]=[CH:10][CH:9]=[C:8]([C:17]([F:27])([F:26])[F:16])[CH:7]=1. Procedure: This compound was synthesised as 3-chloro-3-(4-fluoro-phenyl)-2-oxo-propionic acid methyl ester but using 3-trifluoromethylbenzaldehyde instead 4-fluorobenzaldehyde. The reactants are CCOC(=O)N=NC(=O)OCC, C1CCOC1, OCc1ccccc1, CC(Sc1cc2ccccc2[nH]1)(C(=O)O)c1ccccc1. Product: CC(Sc1cc2ccccc2[nH]1)(C(=O)OCc1ccccc1)c1ccccc1. Reaction SMILES: [O:22]=[C:23]([O:24][CH2:25][CH3:26])[N:27]=[N:28][C:29]([O:30][CH2:31][CH3:32])=[O:33].[O:42]1[CH2:43][CH2:44][CH2:45][CH2:46]1.[OH:34][CH2:35][c:36]1[cH:37][cH:38][cH:39][cH:40][cH:41]1.[nH:1]1[c:2]([S:10][C:11]([C:12](=[O:13])[OH:14])([CH3:15])[c:16]2[cH:17][cH:18][cH:19][cH:20][cH:21]2)[cH:3][c:4]2[cH:5][cH:6][cH:7][cH:8][c:9]12>>[nH:1]1[c:2]([S:10][C:11]([C:12](=[O:13])[O:14][CH2:35][c:36]2[cH:37][cH:38][cH:39][cH:40][cH:41]2)([CH3:15])[c:16]2[cH:17][cH:18][cH:19][cH:20][cH:21]2)[cH:3][c:4]2[cH:5][cH:6][cH:7][cH:8][c:9]12. The reactants are [Li]CCCC, O=C1CCC2C(S(=O)(=O)c3ccccc3)CC1(c1ccccc1)N2Cc1ccccc1, C#Cc1cc(OC(F)(F)F)ccc1OC1CC1, Cl[Ce](Cl)Cl, C1CCOC1. Product: O=S(=O)(c1ccccc1)C1CC2(c3ccccc3)N(Cc3ccccc3)C1CCC2(O)C#Cc1cc(OC(F)(F)F)ccc1OC1CC1. RXN SMILES: [CH2:1]([Li:2])[CH2:3][CH2:4][CH3:5].[CH2:27]([c:28]1[cH:29][cH:30][cH:31][cH:32][cH:33]1)[N:34]1[C:35]2([c:52]3[cH:53][cH:54][cH:55][cH:56][cH:57]3)[C:36](=[O:51])[CH2:37][CH2:38][CH:39]1[CH:40]([S:42](=[O:43])(=[O:44])[c:45]1[cH:46][cH:47][cH:48][cH:49][cH:50]1)[CH2:41]2.[CH:6]1([O:9][c:10]2[c:11]([C:21]#[CH:22])[cH:12][c:13]([O:16][C:17]([F:18])([F:19])[F:20])[cH:14][cH:15]2)[CH2:7][CH2:8]1.[Cl:23][Ce:24]([Cl:25])[Cl:26].[O:58]1[CH2:59][CH2:60][CH2:61][CH2:62]1>>[CH:6]1([O:9][c:10]2[c:11]([C:21]#[C:22][C:36]3([OH:51])[C:35]4([c:52]5[cH:53][cH:54][cH:55][cH:56][cH:57]5)[N:34]([CH2:27][c:28]5[cH:29][cH:30][cH:31][cH:32][cH:33]5)[CH:39]([CH2:38][CH2:37]3)[CH:40]([S:42](=[O:43])(=[O:44])[c:45]3[cH:46][cH:47][cH:48][cH:49][cH:50]3)[CH2:41]4)[cH:12][c:13]([O:16][C:17]([F:18])([F:19])[F:20])[cH:14][cH:15]2)[CH2:7][CH2:8]1. Reactants: C(CC1=CC=CC=C1)N (phenethylamine), FC1=CC=C(C=C1)C1=CNC2=CC=NC(=C2C1=O)NC1=CC=C(C=C1)Cl (3-(4-Fluorophenyl)-1,4-dihydro-4-oxo-5-(4-chlorophenylamino)-1,6-naphthyridine), ClC1=CC=C(C=C1)CC(=O)OCC (ethyl (4-chlorophenyl)acetate), FC1=CC=C(C=C1)CC(=O)OCC (ethyl (4-fluorophenyl)acetate), ClC1=CC=C(N)C=C1 (4-chloroaniline). Yields the product C1(=CC=C(C=C1)C1=CNC2=CC=NC(=C2C1=O)NCCC1=CC=CC=C1)C (3-(p-Tolyl)-1,4-dihydro-4-oxo-5-phenethylamino-1,6-naphthyridine). Reaction SMILES: F[C:2]1[CH:7]=[CH:6][C:5]([C:8]2[C:17](=[O:18])[C:16]3[C:11](=[CH:12][CH:13]=[N:14][C:15]=3[NH:19]C3C=CC(Cl)=CC=3)[NH:10][CH:9]=2)=[CH:4][CH:3]=1.Cl[C:28]1[CH:33]=[CH:32][C:31]([CH2:34][C:35](OCC)=O)=[CH:30][CH:29]=1.F[C:41]1C=CC(CC(OCC)=O)=CC=1.C(N)CC1C=CC=CC=1.ClC1C=CC(N)=CC=1>>[C:2]1([CH3:41])[CH:7]=[CH:6][C:5]([C:8]2[C:17](=[O:18])[C:16]3[C:11](=[CH:12][CH:13]=[N:14][C:15]=3[NH:19][CH2:35][CH2:34][C:31]3[CH:32]=[CH:33][CH:28]=[CH:29][CH:30]=3)[NH:10][CH:9]=2)=[CH:4][CH:3]=1. Procedure: 3-(4-Fluorophenyl)-1,4-dihydro-4-oxo-5-(4-chlorophenylamino)-1,6-naphthyridine The title compound was prepared as described in Example 1 above except that ethyl (4-chlorophenyl)acetate was replaced with ethyl (4-fluorophenyl)acetate and phenethylamine was replaced with 4-chloroaniline. MS 366 (M+1)+. Starting materials: BrBr (bromine), IC=1C=C2C(=CNC2=CC1)C(=O)OC (methyl 5-iodo-1H-indole-3-carboxylate), IC=1C=C2C(=CNC2=CC1)C(=O)OC (methyl 5-iodo-1H-indole-3-carboxylate), S(O)(O)(=O)=O (sulfuric acid). Solvent: C(C)(=O)O (acetic acid), CO.ClCCl (methanol dichloromethane), C(C)(=O)O (acetic acid), CO (methanol). Run at temperature 70 celsius, time 3 hour. Yields the product BrC1=C(C=C2C(=CNC2=C1)C(=O)OC)I (Methyl 6-bromo-5-iodo-1H-indole-3-carboxylate). Reaction SMILES: [I:1][C:2]1[CH:3]=[C:4]2[C:8](=[CH:9][CH:10]=1)[NH:7][CH:6]=[C:5]2[C:11]([O:13][CH3:14])=[O:12].[Br:15]Br.S(=O)(=O)(O)O>C(O)(=O)C.CO.CO.ClCCl>[Br:15][C:10]1[CH:9]=[C:8]2[C:4]([C:5]([C:11]([O:13][CH3:14])=[O:12])=[CH:6][NH:7]2)=[CH:3][C:2]=1[I:1] |f:5.6|. Procedure details: To a suspension of methyl 5-iodo-1H-indole-3-carboxylate (1.20 g, 3.09 mmol) in acetic acid (30 ml) was added a solution of bromine (0.15 ml, 2.9 mmol) in acetic acid (5 ml). Reaction was heated to reflux and stirred for 3 hours. The reaction was then cooled and poured onto ice water, then partitioned between water and dichloromethane. The aqueous layer was extracted with 10% MeOH/DCM (2×100 mL). The organics were combined, washed with brine, and dried over sodium sulfate, filtered and concentra... Starting materials: [H-].[Al+3].[Li+].[H-].[H-].[H-] (Lithium aluminum hydride), C(C)OCC (diethylether), COC=1C=C(C=C(C1OC)OC)C1SC(SC1)=S (4-(3,4,5-trimethoxyphenyl)-1,3-dithiolane-2-thione). The solvent is C1CCOC1 (THF). Reaction conditions: temperature 0 celsius. Yields the product COC=1C=C(C=C(C1OC)OC)C(CS)S (1-(3,4,5-trimethoxyphenyl)-1,2-ethanedithiol). As a reaction SMILES: [H-].[Al+3].[Li+].[H-].[H-].[H-].C(OCC)C.[CH3:12][O:13][C:14]1[CH:15]=[C:16]([CH:24]2[CH2:28][S:27]C(=S)[S:25]2)[CH:17]=[C:18]([O:22][CH3:23])[C:19]=1[O:20][CH3:21]>C1COCC1>[CH3:12][O:13][C:14]1[CH:15]=[C:16]([CH:24]([SH:25])[CH2:28][SH:27])[CH:17]=[C:18]([O:22][CH3:23])[C:19]=1[O:20][CH3:21] |f:0.1.2.3.4.5|. Reported procedure: Lithium aluminum hydride (0.20 g, 5.27 mmole) is added to 15 ml dry diethylether. To this slurry is added 4-(3,4,5-trimethoxyphenyl)-1,3-dithiolane-2-thione (32) (1.0 g, 3.31 mmole) predissolved in 20 ml dry THF. The reaction is refluxed under an N2 atmosphere for 12 hours. The reaction is cooled to 0° C. and the excess hydride destroyed with H2O. The reaction mixture is acidified with 10% HCl and immediately extracted with diethyl ether. The organic layer is washed with H2O, dried over MgSO4, f... The reactants are ClC1=NC2=C(C=C(C=C2C(=C1C1=CC=CC=C1)Cl)C=O)C (2,4-dichloro-8-methyl-3-phenylquinoline-6-carbaldehyde), ClC1=NC2=C(C=C(C=C2C(=C1C1=CC=CC=C1)Cl)C=O)C (2,4-dichloro-8-methyl-3-phenylquinoline-6-carbaldehyde), LaCl3-2LiCl, BrC1=CN=CN1C (5-bromo-1-methyl-1H-imidazole), C(C)(C)[Mg]Cl.[Li+].[Cl-] (iPrMgCl LiCl). The solvent is C(Cl)Cl (DCM). Reaction conditions: time 10 minute. Product: ClC1=NC2=C(C=C(C=C2C(=C1C1=CC=CC=C1)Cl)C(O)C1=CN=CN1C)C ((2,4-Dichloro-8-methyl-3-phenylquinolin-6-yl)(1-methyl-1H-imidazol-5-yl)methanol). As a reaction SMILES: Br[C:2]1[N:6]([CH3:7])[CH:5]=[N:4][CH:3]=1.C([Mg]Cl)(C)C.[Li+].[Cl-].[Cl:15][C:16]1[C:25]([C:26]2[CH:31]=[CH:30][CH:29]=[CH:28][CH:27]=2)=[C:24]([Cl:32])[C:23]2[C:18](=[C:19]([CH3:35])[CH:20]=[C:21]([CH:33]=[O:34])[CH:22]=2)[N:17]=1>C(Cl)Cl>[Cl:15][C:16]1[C:25]([C:26]2[CH:31]=[CH:30][CH:29]=[CH:28][CH:27]=2)=[C:24]([Cl:32])[C:23]2[C:18](=[C:19]([CH3:35])[CH:20]=[C:21]([CH:33]([C:2]3[N:6]([CH3:7])[CH:5]=[N:4][CH:3]=3)[OH:34])[CH:22]=2)[N:17]=1 |f:1.2.3|. Procedure details: A solution of 5-bromo-1-methyl-1H-imidazole (342 mg, 2.12 mmol) in DCM (2.2 mL) was stirred on an ice bath while iPrMgCl—LiCl (1.77 mL, 1.2 M in THF, 2.1 mmol) was added dropwise over 1-2 min under argon. After 10 min stirring at room temperature, the homogeneous amber reaction was added dropwise over 1-2 min to a slurry of 2,4-dichloro-8-methyl-3-phenylquinoline-6-carbaldehyde (460 mg, 1.46 mmol, Intermediate 47, step b) in LaCl3-2LiCl (7.60 mL, 0.56 M in THF, 1.46 mmol) on an ice bath. The rea...